Dataset: the Open Reaction Database (ORD), a public repository of structured organic reaction records. Task: describe an organic reaction: reactants, conditions, products, and yield Reactants: CCOC(=O)N=NC(=O)OCC, C1CCOC1, Oc1ccc(CCCn2ccnc2)cc1, c1ccc(P(c2ccccc2)c2ccccc2)cc1, OCCc1coc(-c2cccs2)n1. Yields the product c1csc(-c2nc(CCOc3ccc(CCCn4ccnc4)cc3)co2)c1. As a reaction SMILES: [O:1]=[C:2]([O:3][CH2:4][CH3:5])[N:6]=[N:7][C:8]([O:9][CH2:10][CH3:11])=[O:12].[O:60]1[CH2:61][CH2:62][CH2:63][CH2:64]1.[OH:26][c:27]1[cH:28][cH:29][c:30]([CH2:33][CH2:34][CH2:35][n:36]2[cH:37][n:38][cH:39][cH:40]2)[cH:31][cH:32]1.[c:41]1([P:42]([c:43]2[cH:44][cH:45][cH:46][cH:47][cH:48]2)[c:49]2[cH:50][cH:51][cH:52][cH:53][cH:54]2)[cH:55][cH:56][cH:57][cH:58][cH:59]1.[s:13]1[c:14](-[c:18]2[o:19][cH:20][c:21]([CH2:23][CH2:24][OH:25])[n:22]2)[cH:15][cH:16][cH:17]1>>[s:13]1[c:14](-[c:18]2[o:19][cH:20][c:21]([CH2:23][CH2:24][O:25][c:27]3[cH:28][cH:29][c:30]([CH2:33][CH2:34][CH2:35][n:36]4[cH:37][n:38][cH:39][cH:40]4)[cH:31][cH:32]3)[n:22]2)[cH:15][cH:16][cH:17]1.